This data is from the Open Reaction Database (ORD), a public repository of structured organic reaction records. The task is: describe an organic reaction: reactants, conditions, products, and yield Yields the product N#Cc1cc(N)ccc1Oc1ccc(F)c(NC(=O)Cc2cccc(C(F)(F)F)c2)c1. The reactants are N#Cc1cc([N+](=O)[O-])ccc1Oc1ccc(F)c(NC(=O)Cc2cccc(C(F)(F)F)c2)c1, C, CCO, [Pd]. As a reaction SMILES: [C:1](#[N:2])[c:3]1[c:4]([O:5][c:6]2[cH:7][cH:8][c:9]([F:26])[c:10]([NH:12][C:13]([CH2:14][c:15]3[cH:16][c:17]([C:21]([F:22])([F:23])[F:24])[cH:18][cH:19][cH:20]3)=[O:25])[cH:11]2)[cH:27][cH:28][c:29]([N+:31]([O-:32])=[O:33])[cH:30]1.[C:37].[CH3:34][CH2:35][OH:36].[Pd:38]>>[C:1](#[N:2])[c:3]1[c:4]([O:5][c:6]2[cH:7][cH:8][c:9]([F:26])[c:10]([NH:12][C:13]([CH2:14][c:15]3[cH:16][c:17]([C:21]([F:22])([F:23])[F:24])[cH:18][cH:19][cH:20]3)=[O:25])[cH:11]2)[cH:27][cH:28][c:29]([NH2:31])[cH:30]1. The reactants are OC1CCC(CC1)[C@@H](C)NC(OC(C)(C)C)=O (Tert-butyl (R)-1-(4-hydroxycyclohexyl)ethylcarbamate), CCOCC (Ether). The solvent is ClCCl (dichloromethane). Run at time 3 hour. The product is N[C@H](C)C1CCC(CC1)O ((R)-4-(1-aminoethyl)cyclohexanol), solid. The yield is 90.0%. Reaction SMILES: [OH:1][CH:2]1[CH2:7][CH2:6][CH:5]([C@H:8]([NH:10]C(=O)OC(C)(C)C)[CH3:9])[CH2:4][CH2:3]1.CCOCC>ClCCl>[NH2:10][C@@H:8]([CH:5]1[CH2:6][CH2:7][CH:2]([OH:1])[CH2:3][CH2:4]1)[CH3:9]. Procedure: Tert-butyl (R)-1-(4-hydroxycyclohexyl)ethylcarbamate (4.49 g, 18.45 mmol) was dissolved in dichloromethane (25 mL) and cooled to 0° C. under nitrogen. HCl 2M in Ether (27.68 mL of 2 M, 55.35 mmol) was added and the reaction allowed to warm slowly to ambient temperature for 18 hours. The reaction mixture was concentrated in vacuo. The crude mixture was dissolved in MeOH (25 mL). MP-Carbonate was added (11.75 g, 36.90 mmol) and the reaction mixture was stirred for 3 hours. The resin was filtered a... The reactants are Nc1ccc(OCc2ccccc2)cc1, CCO, Clc1ncnc2ncccc12. Yields the product c1ccc(COc2ccc(Nc3ncnc4ncccc34)cc2)cc1. RXN SMILES: [CH2:12]([c:13]1[cH:14][cH:15][cH:16][cH:17][cH:18]1)[O:19][c:20]1[cH:21][cH:22][c:23]([NH2:24])[cH:25][cH:26]1.[CH3:27][CH2:28][OH:29].[Cl:1][c:2]1[c:3]2[c:4]([n:5][cH:6][n:7]1)[n:8][cH:9][cH:10][cH:11]2>>[c:2]1([NH:24][c:23]2[cH:22][cH:21][c:20]([O:19][CH2:12][c:13]3[cH:14][cH:15][cH:16][cH:17][cH:18]3)[cH:26][cH:25]2)[c:3]2[c:4]([n:5][cH:6][n:7]1)[n:8][cH:9][cH:10][cH:11]2. Reactants: 4-chloro-1-methoxypropane, N1=CC(=CC=C1)C=O (pyridine-3-carboxaldehyde), COCCCC1=C(C=NC=C1)CO ((4-methoxypropyl-3-pyridinyl)methanol). Product: COCCCC1(CN=CC=C1)CO (3-(Methoxypropyl)-3-pyridinylmethanol). RXN SMILES: [N:1]1[CH:6]=[CH:5][CH:4]=[C:3]([CH:7]=[O:8])[CH:2]=1.[CH3:9][O:10][CH2:11][CH2:12][CH2:13]C1C=CN=CC=1CO>>[CH3:9][O:10][CH2:11][CH2:12][CH2:13][C:3]1([CH2:7][OH:8])[CH:4]=[CH:5][CH:6]=[N:1][CH2:2]1. Procedure: Following the general method of Example 1, 21.7 g (0.2 mol) of 4-chloro-1-methoxypropane and 21.4 g (0.2 mol) of pyridine-3-carboxaldehyde were converted to 18.87 g (52%) of (4-methoxypropyl-3-pyridinyl)methanol. Reactants: COC=C(C(=O)OC)c1ccccc1OCc1ccccc1, CCOC(C)=O, [H][H]. The product is COC=C(C(=O)OC)c1ccccc1O. As a reaction SMILES: [CH3:1][O:2][CH:3]=[C:4]([C:5](=[O:6])[O:7][CH3:8])[c:9]1[c:10]([O:15][CH2:16][c:17]2[cH:18][cH:19][cH:20][cH:21][cH:22]2)[cH:11][cH:12][cH:13][cH:14]1.[CH3:25][CH2:26][O:27][C:28](=[O:29])[CH3:30].[H:23][H:24]>>[CH3:1][O:2][CH:3]=[C:4]([C:5](=[O:6])[O:7][CH3:8])[c:9]1[c:10]([OH:15])[cH:11][cH:12][cH:13][cH:14]1. Reactants: [NH4+].[Cl-] (NH4Cl), O=C1CCN(CC1)C(=O)OC(C)(C)C (tert-butyl 4-oxo-1-piperidinecarboxylate), BrC=1C=CC(=C(C1)C1SCCCS1)F (2-(5-bromo-2-fluoro-phenyl)[1,3]dithiane), solution, [Li+].CC(C)[N-]C(C)C (LDA), O=C1CCN(CC1)C(=O)OC(C)(C)C (tert-butyl 4-oxo-1-piperidinecarboxylate). The solvent is C1CCOC1 (THF), C1CCOC1 (THF), C1CCOC1 (THF). Reaction conditions: temperature -78 celsius, time 30 minute. Yields the product C(C)(C)(C)OC(=O)N1CCC(CC1)(O)C1(SCCCS1)C1=C(C=CC(=C1)Br)F (4-[2-(5-bromo-2-fluoro-phenyl)-[1,3]dithian-2-yl]-4-hydroxy-piperidine-1-carboxylic acid tert-butyl ester). The yield is 40.7%. Reaction SMILES: [Br:1][C:2]1[CH:3]=[CH:4][C:5]([F:14])=[C:6]([CH:8]2[S:13][CH2:12][CH2:11][CH2:10][S:9]2)[CH:7]=1.[Li+].CC([N-]C(C)C)C.[O:23]=[C:24]1[CH2:29][CH2:28][N:27]([C:30]([O:32][C:33]([CH3:36])([CH3:35])[CH3:34])=[O:31])[CH2:26][CH2:25]1.[NH4+].[Cl-]>C1COCC1>[C:33]([O:32][C:30]([N:27]1[CH2:28][CH2:29][C:24]([C:8]2([C:6]3[CH:7]=[C:2]([Br:1])[CH:3]=[CH:4][C:5]=3[F:14])[S:9][CH2:10][CH2:11][CH2:12][S:13]2)([OH:23])[CH2:25][CH2:26]1)=[O:31])([CH3:36])([CH3:34])[CH3:35] |f:1.2,4.5|. Procedure: A solution of 2-(5-bromo-2-fluoro-phenyl)[1,3]dithiane (19 g, 64.84 mmol) in THF (100 ml) was added to a degassed and stirred 2 M solution of LDA (32.42 ml, 64.84 mmol) in THF dry (150 ml) at −78° C. and the reaction was carried out at −20° C. for 30 min. The reaction was cooled down again to −78° C. and tert-butyl 4-oxo-1-piperidinecarboxylate (13.03 g, 65.5 mmol) in THF (100 ml) was added dropwise. After 30 min, a further portion of tert-butyl 4-oxo-1-piperidinecarboxylate was added (0.5 g, 0.... Starting materials: FC1=CC=C(C=C1)N1N=CC2=CC(=CC=C12)C1(CCCCC1)O (1-(1-(4-fluorophenyl)-1H-indazol-5-yl)cyclohexanol), COC(=C(C)C)O[Si](C)(C)C (1-methoxy-2-methyl-1-trimethylsiloxy-propene). The reagents and catalysts are Cl[Ti](Cl)(Cl)Cl (TiCl4). The solvent is ClCCCl (DCE). Conditions: time 10 minute. Yields the product FC1=CC=C(C=C1)N1N=CC2=CC(=CC=C12)C1(CCCCC1)C(C(=O)OC)(C)C (methyl 2-(1-(1-(4-fluorophenyl)-1H-indazol-5-yl)cyclohexyl)-2-methylprop-anoate). Yield: 100.6%. Reaction SMILES: [F:1][C:2]1[CH:7]=[CH:6][C:5]([N:8]2[C:16]3[C:11](=[CH:12][C:13]([C:17]4(O)[CH2:22][CH2:21][CH2:20][CH2:19][CH2:18]4)=[CH:14][CH:15]=3)[CH:10]=[N:9]2)=[CH:4][CH:3]=1.[CH3:24][O:25][C:26]([O:30][Si](C)(C)C)=[C:27]([CH3:29])[CH3:28]>ClCCCl.Cl[Ti](Cl)(Cl)Cl>[F:1][C:2]1[CH:7]=[CH:6][C:5]([N:8]2[C:16]3[C:11](=[CH:12][C:13]([C:17]4([C:27]([CH3:29])([CH3:28])[C:26]([O:25][CH3:24])=[O:30])[CH2:22][CH2:21][CH2:20][CH2:19][CH2:18]4)=[CH:14][CH:15]=3)[CH:10]=[N:9]2)=[CH:4][CH:3]=1. Procedure details: To a solution of 1-(1-(4-fluorophenyl)-1H-indazol-5-yl)cyclohexanol (500 mg, 1.6 mmol) in DCE (20 mL) was added 1-methoxy-2-methyl-1-trimethylsiloxy-propene (935 uL, 4.8 mmol) followed by TiCl4 (1.7 mL of 1.0 M in DCM). Within 10 min, the reaction was complete. The reaction was quenched with MeOH and then extracted from brine containing dilute HCl with EtOAc×4. The organic layers were dried over MgSO4, filtered, concentrated and purified on SiO2 using 25% EtOAc in hexanes to give 635 mg (100%) o... Starting materials: [Ag+2], O=c1[nH]cc(C(F)(F)F)cc1Br, O=C([O-])[O-], CCCCCC, CI. Yields the product COc1ncc(C(F)(F)F)cc1Br. RXN SMILES: [Ag+2:25].[Br:1][c:2]1[c:3](=[O:12])[nH:4][cH:5][c:6]([C:8]([F:9])([F:10])[F:11])[cH:7]1.[C:21](=[O:22])([O-:23])[O-:24].[CH3:15][CH2:16][CH2:17][CH2:18][CH2:19][CH3:20].[I:13][CH3:14]>>[Br:1][c:2]1[c:3]([O:12][CH3:14])[n:4][cH:5][c:6]([C:8]([F:9])([F:10])[F:11])[cH:7]1.